Dataset: the Open Reaction Database (ORD), a public repository of structured organic reaction records. Task: describe an organic reaction: reactants, conditions, products, and yield The reactants are C(C)OC(CN1C=C(C2=C(C=CC=C12)CC(=O)O)[N+](=O)[O-])=O ([1-(2-Ethoxy-2-oxoethyl)-3-nitro-1H-indol-4-yl]acetic acid). Reagents/catalysts: [Fe] (iron). Solvent: CC(=O)O (AcOH), O (H2O). Run at temperature 80 celsius. Yields the product O=C1NC=2C3=C(C=CC=C3C1)N(C2)CC(=O)OCC (Ethyl (4-oxo-4,5-dihydropyrrolo[2,3,4-ij]isoquinolin-1(3H)-yl)acetate). Reaction SMILES: [CH2:1]([O:3][C:4](=[O:22])[CH2:5][N:6]1[C:14]2[C:9](=[C:10]([CH2:15][C:16](O)=[O:17])[CH:11]=[CH:12][CH:13]=2)[C:8]([N+:19]([O-])=O)=[CH:7]1)[CH3:2]>CC(O)=O.O.[Fe]>[O:17]=[C:16]1[CH2:15][C:10]2[C:9]3=[C:14]([N:6]([CH2:5][C:4]([O:3][CH2:1][CH3:2])=[O:22])[CH:7]=[C:8]3[NH:19]1)[CH:13]=[CH:12][CH:11]=2. Procedure: To a solution of [1-(2-ethoxy-2-oxoethyl)-3-nitro-1H-indol-4-yl]acetic acid from Step F (250 mg, 0.816 mmol) in AcOH (18 mL) and H2O (2 mL) was added iron powder (456 mg, 8.16 mmol) and the reaction mixture was heated at 80° C. for 18 h. The mixture was concentrated in vacuo to remove most of the solvent and the residue was partitioned between saturated aqueous NaHCO3 (5 mL) and EtOAc (25 mL). The organic layer was washed with brine, then dried over Na2SO4, filtered, and concentrated in vacuo to... The reactants are [Na] (sodium), ClC=1C=C(C=CC1OC(F)(F)F)C=1N=C(SC1)NC(CC1=C(OC=2N(C(N(C(C21)=O)C)=O)C)C)=O (N-{4-[3-chloro-4-(trifluoromethoxy)phenyl]-1,3-thiazol-2-yl}-2-(1,3,6-trimethyl-2,4-dioxo-1,2,3,4-tetrahydrofuro[2,3-d]pyrimidin-5-yl)acetamide), C(C(C)(C)C)(=O)OCCl (chloromethyl pivalate). The solvent is CC(=O)C (acetone). The product is CC(C(=O)OCN1C(SC=C1C1=CC(=C(C=C1)OC(F)(F)F)Cl)=NC(CC1=C(OC=2N(C(N(C(C21)=O)C)=O)C)C)=O)(C)C ([4-[3-Chloro-4-(trifluoromethoxy)phenyl]-2-{[(1,3,6-trimethyl-2,4-dioxo-1,2,3,4-tetrahydrofuro[2,3-d]pyrimidin-5-yl)acetyl]imino}-1,3-thiazol-3 (2H)-yl]methyl 2,2-dimethylpropanoate), product. RXN SMILES: [Na].[Cl:2][C:3]1[CH:4]=[C:5]([C:14]2[N:15]=[C:16]([NH:19][C:20](=[O:36])[CH2:21][C:22]3[C:30]4[C:29](=[O:31])[N:28]([CH3:32])[C:27](=[O:33])[N:26]([CH3:34])[C:25]=4[O:24][C:23]=3[CH3:35])[S:17][CH:18]=2)[CH:6]=[CH:7][C:8]=1[O:9][C:10]([F:13])([F:12])[F:11].[C:37]([O:43][CH2:44]Cl)(=[O:42])[C:38]([CH3:41])([CH3:40])[CH3:39]>CC(C)=O>[CH3:39][C:38]([CH3:41])([CH3:40])[C:37]([O:43][CH2:44][N:15]1[C:14]([C:5]2[CH:6]=[CH:7][C:8]([O:9][C:10]([F:13])([F:11])[F:12])=[C:3]([Cl:2])[CH:4]=2)=[CH:18][S:17][C:16]1=[N:19][C:20](=[O:36])[CH2:21][C:22]1[C:30]2[C:29](=[O:31])[N:28]([CH3:32])[C:27](=[O:33])[N:26]([CH3:34])[C:25]=2[O:24][C:23]=1[CH3:35])=[O:42] |^1:0|. Procedure: The title compound was prepared by the reaction of sodium salt of N-{4-[3-chloro-4-(trifluoromethoxy)phenyl]-1,3-thiazol-2-yl}-2-(1,3,6-trimethyl-2,4-dioxo-1,2,3,4-tetrahydrofuro[2,3-d]pyrimidin-5-yl)acetamide (2.0 g, 0.0036 mol) with chloromethyl pivalate (0.82 g, 0.005455 mol) in dry acetone (60 ml) to yield 390 mg of product as an off white solid. 1H NMR (300 MHz, CDCl3) δ 1.22 (s, 9H), 2.34 (s, 3H), 3.33 (s, 3H), 3.53 (s, 3H), 4.11 (s, 2H), 6.49 (s, 2H), 7.24 (s, 1H), 7.36 (d, J=7.8 Hz, 1H),... Reactants: O (water), COC1=NC(=CC=C1)NC (2-methoxy-6-methylaminopyridine), C([O-])([O-])=O.[K+].[K+] (potassium carbonate), ClC(=S)OC1=CC2=CC=CC=C2C=C1 (2-naphthyl chlorothioformate). Run in CC(=O)C (acetone), CC(=O)C (acetone). Reaction conditions: time 30 minute. Yields the product COC1=CC=CC(=N1)N(C(OC1=CC2=CC=CC=C2C=C1)=S)C (O-2-naphthyl N-(6-methoxy-2-pyridyl)-N-methylthiocarbamate). Isolated yield 84.9%. RXN SMILES: [CH3:1][O:2][C:3]1[CH:8]=[CH:7][CH:6]=[C:5]([NH:9][CH3:10])[N:4]=1.C(=O)([O-])[O-].[K+].[K+].Cl[C:18]([O:20][C:21]1[CH:30]=[CH:29][C:28]2[C:23](=[CH:24][CH:25]=[CH:26][CH:27]=2)[CH:22]=1)=[S:19].O>CC(C)=O>[CH3:1][O:2][C:3]1[N:4]=[C:5]([N:9]([CH3:10])[C:18](=[S:19])[O:20][C:21]2[CH:30]=[CH:29][C:28]3[C:23](=[CH:24][CH:25]=[CH:26][CH:27]=3)[CH:22]=2)[CH:6]=[CH:7][CH:8]=1 |f:1.2.3|. Procedure details: 1.38 g of 2-methoxy-6-methylaminopyridine and 1.38 g of anhydrous potassium carbonate were added to 20 ml of acetone, to which 2.23 g of 2-naphthyl chlorothioformate dissolved in 20 ml of acetone was added at room temperature under stirring. The stirring was continued for 30 minutes under the same conditions and then the mixture was heated to reflux for 2 hours. The reaction mixture was poured into water after it was cooled to room temperature and the products were extracted with benzene. The be... Starting materials: BrC1=C(N=C(N(C1=O)CC1=CC=C(C=C1)C=1C(=CC=CC1)C#N)CCC)C (4′-[(5-bromo-4-methyl-6-oxo-2-propylpyrimidin-1(6H)-yl)methyl]biphenyl-2-carbonitrile), C1(=CC=CC=C1)O (phenol), [OH-].[K+] (potassium hydroxide), CS(=O)C (dimethyl sulfoxide). Solvent: C(C)(=O)OCC (ethyl acetate). Reaction conditions: temperature 150 celsius, time 12 hour. The product is CC=1N=C(N(C(C1OC1=CC=CC=C1)=O)CC1=CC=C(C=C1)C=1C(=CC=CC1)C#N)CCC (4′-[(4-methyl-6-oxo-5-phenoxy-2-propylpyrimidin-1(6H)-yl)methyl]biphenyl-2-carbonitrile). Isolated yield 13.6%. RXN SMILES: Br[C:2]1[C:7](=[O:8])[N:6]([CH2:9][C:10]2[CH:15]=[CH:14][C:13]([C:16]3[C:17]([C:22]#[N:23])=[CH:18][CH:19]=[CH:20][CH:21]=3)=[CH:12][CH:11]=2)[C:5]([CH2:24][CH2:25][CH3:26])=[N:4][C:3]=1[CH3:27].[C:28]1([OH:34])[CH:33]=[CH:32][CH:31]=[CH:30][CH:29]=1.[OH-].[K+].CS(C)=O>C(OCC)(=O)C>[CH3:27][C:3]1[N:4]=[C:5]([CH2:24][CH2:25][CH3:26])[N:6]([CH2:9][C:10]2[CH:15]=[CH:14][C:13]([C:16]3[C:17]([C:22]#[N:23])=[CH:18][CH:19]=[CH:20][CH:21]=3)=[CH:12][CH:11]=2)[C:7](=[O:8])[C:2]=1[O:34][C:28]1[CH:33]=[CH:32][CH:31]=[CH:30][CH:29]=1 |f:2.3|. Procedure: A mixture of 4′-[(5-bromo-4-methyl-6-oxo-2-propylpyrimidin-1(6H)-yl)methyl]biphenyl-2-carbonitrile (0.5 g), phenol (0.16 g), 8 M potassium hydroxide solution (0.2 mL) and dimethyl sulfoxide (5 mL) was stirred at 150° C. for 12 hr. The reaction mixture was diluted with ethyl acetate, washed with water and then with saturated brine, and dried over anhydrous magnesium sulfate. The solvent was evaporated under reduced pressure and the residue was purified by silica gel column chromatography to give ... The reactants are O1C2=C(OCCC1)C=C(C=C2)C2=NC(=NC(=C2C(C(=O)OC)CCC)C)C2=CC=CC=C2 (methyl 2-(4-(3,4-dihydro-2H-benzo[b][1,4]dioxepin-7-yl)-6-methyl-2-phenylpyrimidin-5-yl)pentanoate), [OH-].[Na+] (sodium hydroxide). Run in CO (methanol). The product is O1C2=C(OCCC1)C=C(C=C2)C2=NC(=NC(=C2C(C(=O)O)CCC)C)C2=CC=CC=C2 (2-(4-(3,4-dihydro-2H-benzo[b][1,4]dioxepin-7-yl)-6-methyl-2-phenylpyrimidin-5-yl)pentanoic acid). Yield: 70.7%. As a reaction SMILES: [O:1]1[CH2:7][CH2:6][CH2:5][O:4][C:3]2[CH:8]=[C:9]([C:12]3[C:17]([CH:18]([CH2:23][CH2:24][CH3:25])[C:19]([O:21]C)=[O:20])=[C:16]([CH3:26])[N:15]=[C:14]([C:27]4[CH:32]=[CH:31][CH:30]=[CH:29][CH:28]=4)[N:13]=3)[CH:10]=[CH:11][C:2]1=2.[OH-].[Na+]>CO>[O:1]1[CH2:7][CH2:6][CH2:5][O:4][C:3]2[CH:8]=[C:9]([C:12]3[C:17]([CH:18]([CH2:23][CH2:24][CH3:25])[C:19]([OH:21])=[O:20])=[C:16]([CH3:26])[N:15]=[C:14]([C:27]4[CH:28]=[CH:29][CH:30]=[CH:31][CH:32]=4)[N:13]=3)[CH:10]=[CH:11][C:2]1=2 |f:1.2|. Procedure: This compound was prepared according to general method D from methyl 2-(4-(3,4-dihydro-2H-benzo[b][1,4]dioxepin-7-yl)-6-methyl-2-phenylpyrimidin-5-yl)pentanoate (0.092 g; 0.213 mmol), sodium hydroxide 10N (0.213 mL; 2.13 mmol) in methanol (2.1 mL). Purification by flash-chromatography on silica gel using a gradient of methanol (1-10%) in dichloromethane furnished 0.063 g (70%) of the title compound as an oil. Starting materials: CN(C)S(=O)(=O)c1c(Br)cc(CO)cc1Br, ClCCl, O=S(Cl)Cl. Product: CN(C)S(=O)(=O)c1c(Br)cc(CCl)cc1Br. RXN SMILES: [Br:1][c:2]1[cH:3][c:4]([CH2:5][OH:6])[cH:7][c:8]([Br:16])[c:9]1[S:10]([N:11]([CH3:12])[CH3:13])(=[O:14])=[O:15].[Cl:21][CH2:22][Cl:23].[S:17]([Cl:18])([Cl:19])=[O:20]>>[Br:1][c:2]1[cH:3][c:4]([CH2:5][Cl:19])[cH:7][c:8]([Br:16])[c:9]1[S:10]([N:11]([CH3:12])[CH3:13])(=[O:14])=[O:15].